This data is from the Open Reaction Database (ORD), a public repository of structured organic reaction records. The task is: describe an organic reaction: reactants, conditions, products, and yield Reactants: CCCCOc1c(CNC(=O)OC(C)(C)C)n(CC2CC2)c(=O)c2ccc(C(=O)O)cc12, CCN=C=NCCCN(C)C, CN(C)C=O, Cl, [NH4+], O, On1nnc2ccccc21. Yields the product CCCCOc1c(CNC(=O)OC(C)(C)C)n(CC2CC2)c(=O)c2ccc(C(N)=O)cc12. RXN SMILES: [CH2:1]([CH2:2][CH2:3][CH3:4])[O:5][c:6]1[c:7]([CH2:24][NH:25][C:26](=[O:27])[O:28][C:29]([CH3:30])([CH3:31])[CH3:32])[n:8]([CH2:20][CH:21]2[CH2:22][CH2:23]2)[c:9](=[O:19])[c:10]2[cH:11][cH:12][c:13]([C:16](=[O:17])[OH:18])[cH:14][c:15]12.[CH2:34]([N:36]=[C:35]=[N:37][CH2:38][CH2:39][CH2:40][N:41]([CH3:42])[CH3:43])[CH3:44].[CH3:57][N:58]([CH3:59])[CH:60]=[O:61].[ClH:33].[NH4+:45].[OH2:56].[OH:46][n:47]1[c:48]2[cH:49][cH:50][cH:51][cH:52][c:53]2[n:54][n:55]1>>[CH2:1]([CH2:2][CH2:3][CH3:4])[O:5][c:6]1[c:7]([CH2:24][NH:25][C:26](=[O:27])[O:28][C:29]([CH3:30])([CH3:31])[CH3:32])[n:8]([CH2:20][CH:21]2[CH2:22][CH2:23]2)[c:9](=[O:19])[c:10]2[cH:11][cH:12][c:13]([C:16](=[O:18])[NH2:36])[cH:14][c:15]12.